This data is from the Open Reaction Database (ORD), a public repository of structured organic reaction records. The task is: describe an organic reaction: reactants, conditions, products, and yield The reactants are ClC1=C(C=C2CCC(C2=C1Cl)=O)OC (6.7 -Dichloro-5-methoxy-2,3-dihydro-1H-inden-1-one), CC(C)([O-])C.[K+] (potassium tert.-butoxide), O (water), C(C=C)Br (allyl bromide). The solvent is C(C)(C)(C)O (tert.-butyl alcohol), C1=CC=CC=C1 (benzene), C(C)(C)(C)O (tert.-butyl alcohol). Conditions: temperature 20 celsius. Product: C(C=C)C1C(C2=C(C(=C(C=C2C1)OC)Cl)Cl)=O (2-Allyl-6,7-dichloro-5-methoxy-2,3-dihydro-1H-inden-1-one). As a reaction SMILES: [Cl:1][C:2]1[C:10]([Cl:11])=[C:9]2[C:5]([CH2:6][CH2:7][C:8]2=[O:12])=[CH:4][C:3]=1[O:13][CH3:14].[CH3:15][C:16](C)([O-])[CH3:17].[K+].C(Br)C=C.O>C(O)(C)(C)C.C1C=CC=CC=1>[CH2:17]([CH:7]1[CH2:6][C:5]2[C:9](=[C:10]([Cl:11])[C:2]([Cl:1])=[C:3]([O:13][CH3:14])[CH:4]=2)[C:8]1=[O:12])[CH:16]=[CH2:15] |f:1.2|. Procedure: 6.7 -Dichloro-5-methoxy-2,3-dihydro-1H-inden-1-one(63.5 gm., 0.274 mole) is dissolved in a mixture of dry tert.-butyl alcohol (500 ml.) and dry benzene (1.5 liters). The solution is refluxed and potassium tert.-butoxide (46 gm., 0.301 mole) in dry tert.-butyl alcohol (1 liter) is added as rapidly as possible. The solution is refluxed for another 1/2 hour, cooled to 20° C., stirred and treated with allyl bromide (36 gm., 0.301 mole). The mixture is stirred and refluxed for 4 hours, cooled and tre... Reactants: CC#N, CC#N, ClCCl, C=CCN1CC(C)OC(OCc2cc(C(F)(F)F)cc(C(F)(F)F)c2)C1c1ccccc1, O. The product is CC1CNC(c2ccccc2)C(OCc2cc(C(F)(F)F)cc(C(F)(F)F)c2)O1. RXN SMILES: [C:34](#[N:35])[CH3:36].[C:37](#[N:38])[CH3:39].[CH2:40]([Cl:41])[Cl:42].[F:1][C:2]([c:3]1[cH:4][c:5]([CH2:6][O:7][CH:8]2[O:9][CH:10]([CH3:23])[CH2:11][N:12]([CH2:20][CH:21]=[CH2:22])[CH:13]2[c:14]2[cH:15][cH:16][cH:17][cH:18][cH:19]2)[cH:24][c:25]([C:27]([F:28])([F:29])[F:30])[cH:26]1)([F:31])[F:32].[OH2:33]>>[F:1][C:2]([c:3]1[cH:4][c:5]([CH2:6][O:7][CH:8]2[O:9][CH:10]([CH3:23])[CH2:11][NH:12][CH:13]2[c:14]2[cH:15][cH:16][cH:17][cH:18][cH:19]2)[cH:24][c:25]([C:27]([F:28])([F:29])[F:30])[cH:26]1)([F:31])[F:32]. Isolated yield 8.3%. Run in O1CCCC1 (tetrahydrofuran). RXN SMILES: [CH3:1][C:2]1[CH:21]=[CH:20][CH:19]=[C:18]([CH3:22])[C:3]=1[CH2:4][NH:5][C:6]1[C:7]2[N:8]([C:12]([CH3:17])=[C:13]([CH2:15][OH:16])[N:14]=2)[CH:9]=[CH:10][CH:11]=1.[H-].[Na+].[C:25]1(=[O:32])[O:31][C:29](=[O:30])[CH2:28][CH2:27][CH2:26]1>O1CCCC1>[CH3:1][C:2]1[CH:21]=[CH:20][CH:19]=[C:18]([CH3:22])[C:3]=1[CH2:4][NH:5][C:6]1[C:7]2[N:8]([C:12]([CH3:17])=[C:13]([CH2:15][O:16][C:25](=[O:32])[CH2:26][CH2:27][CH2:28][C:29]([OH:31])=[O:30])[N:14]=2)[CH:9]=[CH:10][CH:11]=1 |f:1.2|. Product: CC1=C(CNC=2C=3N(C=CC2)C(=C(N3)COC(CCCC(=O)O)=O)C)C(=CC=C1)C (5-[[8-(2,6-Dimethylbenzylamino)-3-methylimidazo[1,2-a]pyridin-2-yl]methoxy]-5-oxopentanoic Acid). The reactants are CC1=C(CNC=2C=3N(C=CC2)C(=C(N3)CO)C)C(=CC=C1)C (8-(2,6-dimethylbenzylamino)-2-hydroxymethyl-3-methylimidazo[1,2-a]pyridine), [H-].[Na+] (sodium hydride), C1(CCCC(=O)O1)=O (glutaric anhydride). Conditions: time 10 minute. Procedure details: To a solution of 8-(2,6-dimethylbenzylamino)-2-hydroxymethyl-3-methylimidazo[1,2-a]pyridine (0.3 g, 1.0 mmol) in tetrahydrofuran(10 ml) was added sodium hydride (50% in oil) (0.054 g, 1.1 mmol) and the mixture was stirred for 10 min. To the mixture was added glutaric anhydride (0.13 g, 1.1 mmol) and the reaction mixture was refluxed for 20 h. The solvent was evaporated under reduced pressure. The residue was partitioned between dichloromethane and water. The pH was adjusted to 4 with 2M HCl. The... The reactants are ClC1=CC=C(C=C1)C(C=1C=C2C(=CC=NC2=CC1)O)C=1SC=CN1 (6-((4-chlorophenyl)(thiazol-2-yl)methyl)quinolin-4-ol), P(Br)(Br)Br (phosphorus tribromide). The solvent is CN(C)C=O (DMF). The product is BrC1=CC=NC2=CC=C(C=C12)C(C=1SC=CN1)C1=CC=C(C=C1)Cl (2-((4-bromoquinolin-6-yl)(4-chlorophenyl)methyl)thiazole). RXN SMILES: [Cl:1][C:2]1[CH:7]=[CH:6][C:5]([CH:8]([C:20]2[S:21][CH:22]=[CH:23][N:24]=2)[C:9]2[CH:10]=[C:11]3[C:16](=[CH:17][CH:18]=2)[N:15]=[CH:14][CH:13]=[C:12]3O)=[CH:4][CH:3]=1.P(Br)(Br)[Br:26]>CN(C=O)C>[Br:26][C:12]1[C:11]2[C:16](=[CH:17][CH:18]=[C:9]([CH:8]([C:5]3[CH:6]=[CH:7][C:2]([Cl:1])=[CH:3][CH:4]=3)[C:20]3[S:21][CH:22]=[CH:23][N:24]=3)[CH:10]=2)[N:15]=[CH:14][CH:13]=1. Procedure: 6-((4-chlorophenyl)(thiazol-2-yl)methyl)quinolin-4-ol (500 mg, 1.417 mmol, 1 equip) was dissolved in DMF (4 mL) and phosphorus tribromide (766 mg, 2.834 mmol, 2 equip) was added dropwise. A red-brown precipitate formed immediately and was collected to yield 2-((4-bromoquinolin-6-yl)(4-chlorophenyl)methyl)thiazole which was used in the next step without purification. The reactants are OC1=C(C(C(C2=CC=CC=C12)(CC=C(C)C)C)=O)C1=NS(C2=C(N1)C=CC(=C2)NS(=O)(=O)C)(=O)=O (N-{3-[1-hydroxy-4-methyl-4-(3-methylbut-2-enyl)-3-oxo-3,4-dihydronaphthalen-2-yl]-1,1-dioxido-4H-1,2,4-benzothiadiazin-7-yl}methanesulfonamide), Cl (hydrochloric acid). Solvent: O1CCOCC1 (dioxane). Product: ClC(CCC1(C(C(=C(C2=CC=CC=C12)O)C1=NS(C2=C(N1)C=CC(=C2)NS(=O)(=O)C)(=O)=O)=O)C)(C)C (N-{3-[4-(3-chloro-3-methylbutyl)-1-hydroxy-4-methyl-3-oxo-3,4-dihydronaphthalen-2-yl]-1,1-dioxido-4H-1,2,4-benzothiadiazin-7-yl}methanesulfonamide). RXN SMILES: [OH:1][C:2]1[C:11]2[C:6](=[CH:7][CH:8]=[CH:9][CH:10]=2)[C:5]([CH3:17])([CH2:12][CH:13]=[C:14]([CH3:16])[CH3:15])[C:4](=[O:18])[C:3]=1[C:19]1[NH:24][C:23]2[CH:25]=[CH:26][C:27]([NH:29][S:30]([CH3:33])(=[O:32])=[O:31])=[CH:28][C:22]=2[S:21](=[O:35])(=[O:34])[N:20]=1.[ClH:36]>O1CCOCC1>[Cl:36][C:14]([CH3:15])([CH3:16])[CH2:13][CH2:12][C:5]1([CH3:17])[C:6]2[C:11](=[CH:10][CH:9]=[CH:8][CH:7]=2)[C:2]([OH:1])=[C:3]([C:19]2[NH:24][C:23]3[CH:25]=[CH:26][C:27]([NH:29][S:30]([CH3:33])(=[O:32])=[O:31])=[CH:28][C:22]=3[S:21](=[O:35])(=[O:34])[N:20]=2)[C:4]1=[O:18]. Reported procedure: To a solution of Example 139 (40 mg, 0.078 mmol) in dioxane (3 mL) was added a solution of 6N aqueous hydrochloric acid (3 mL). The mixture was heated at 65 C for 3 hours, and the solvent removed in vacuo. The resultant residue was purified by reverse phase preparative HPLC on a Waters Symmetry C8 column (25 mm×100 mm, 7 μm particle size) using a gradient of 10% to 100% acetonitrile/0.1% trifluoroacetic acid in water over 8 minutes (10 minutes run time) at a flow rate of 40 mL/min to provide the... Starting materials: C(C1=CC=CC=C1)Br (Benzyl bromide), OC=1C=C(C=O)C=CC1O (3,4-dihydroxybenzaldehyde), C([O-])([O-])=O.[Cs+].[Cs+] (cesium carbonate). The reagents and catalysts are [I-].C(CCC)[N+](CCCC)(CCCC)CCCC (tetra-n-butylammonium iodide). The solvent is CN(C=O)C (N,N-dimethylformamide). Run at time 8 hour. Yields the product OC=1C=C(C=O)C=CC1OCC1=CC=CC=C1 (3-Hydroxy-4-(phenylmethoxy)benzaldehyde). Yield: 52.6%. As a reaction SMILES: [CH2:1](Br)[C:2]1[CH:7]=[CH:6][CH:5]=[CH:4][CH:3]=1.[OH:9][C:10]1[CH:11]=[C:12]([CH:15]=[CH:16][C:17]=1[OH:18])[CH:13]=[O:14].C(=O)([O-])[O-].[Cs+].[Cs+]>[I-].C([N+](CCCC)(CCCC)CCCC)CCC.CN(C)C=O>[OH:9][C:10]1[CH:11]=[C:12]([CH:15]=[CH:16][C:17]=1[O:18][CH2:1][C:2]1[CH:7]=[CH:6][CH:5]=[CH:4][CH:3]=1)[CH:13]=[O:14] |f:2.3.4,5.6|. Reported procedure: Benzyl bromide (9 mL, 0.073 mol, 1.05 eq) was added to a stirred solution of 3,4-dihydroxybenzaldehyde (10 g, 0.07 mol, 1 eq), tetra-n-butylammonium iodide (29.4 g, 0.077 mol, 1.1 eq) and cesium carbonate (24.8 g, 0.073 mol, 1.05 eq) in N,N-dimethylformamide (200 mL). The reaction mixture was stirred overnight, and then concentrated in vacuo. The residual solution was diluted with ethyl acetate (200 mL) and washed with water (2×200 mL). The organic solution was then extracted with 0.5M aqueous s...